This data is from the Open Reaction Database (ORD), a public repository of structured organic reaction records. The task is: describe an organic reaction: reactants, conditions, products, and yield Reactants: C(C1=CC=CC=C1)OC1=C(C=CC=C1)CC(=O)OC (methyl (2-benzyloxyphenyl)acetate), [BH4-].[Na+] (sodium borohydride), CO (methanol). Run in O1CCCC1 (tetrahydrofuran), O1CCCC1 (tetrahydrofuran). Run at temperature 45 celsius, time 2 hour. Product: C(C1=CC=CC=C1)OC1=C(C=CC=C1)CCO (2-(2-benzyloxyphenyl)ethanol). Isolated yield 91.7%. Reaction SMILES: [CH2:1]([O:8][C:9]1[CH:14]=[CH:13][CH:12]=[CH:11][C:10]=1[CH2:15][C:16](OC)=[O:17])[C:2]1[CH:7]=[CH:6][CH:5]=[CH:4][CH:3]=1.[BH4-].[Na+].CO>O1CCCC1>[CH2:1]([O:8][C:9]1[CH:14]=[CH:13][CH:12]=[CH:11][C:10]=1[CH2:15][CH2:16][OH:17])[C:2]1[CH:3]=[CH:4][CH:5]=[CH:6][CH:7]=1 |f:1.2|. Reported procedure: To a solution of methyl (2-benzyloxyphenyl)acetate (935 mg) in tetrahydrofuran (9.4 ml) was added sodium borohydride (600 mg) and the suspension was heated to 45° C. A mixture of methanol (3 ml) and tetrahydrofuran (6 ml) was added dropwise to the mixture and the mixture was stirred for 2 hours. The reaction mixture was concentrated under reduced pressure. The residue was dissolved in dichloromethane and quenched by 1 N aqueous hydrochloric acid solution. The organic layer was washed with brine,... The reactants are C1(CC=CC1)C(=O)O (3-Cyclopentenecarboxylic acid), CO (methanol), C[Si](C)(C)Cl (trimethylsilyl chloride). The solvent is COC(C)(C)OC (2,2-dimethoxypropane). Reaction conditions: time 6.5 hour. Product: O1C2C1CC(C2)C(=O)OC (1,2-Epoxy-4-methoxycarbonylcyclopentane). Reaction SMILES: [CH:1]1([C:6]([OH:8])=[O:7])[CH2:5]C=[CH:3][CH2:2]1.[CH3:9][Si](Cl)(C)C.[CH3:14][OH:15]>COC(OC)(C)C>[O:15]1[CH:3]2[CH2:2][CH:1]([C:6]([O:8][CH3:9])=[O:7])[CH2:5][CH:14]12. Procedure: 3-Cyclopentenecarboxylic acid (J. Org. Chem., 1984, Vol. 49, p. 928) (2.42 g) was dissolved in methanol (8 ml) and 2,2-dimethoxypropane (32 ml), and trimethylsilyl chloride (253 μl) was added dropwise to stir the mixture at room temperature for 6.5 hours. The solvent was distilled off under reduced pressure, and the residue was dissolved in dichloromethane (50 ml), to which m-chloroperbenzoic acid (70%, 4.93 g) was added under ice cooling. After the mixture was heated to room temperature and sti... The product is Cl.C(C)C1=NN(C2=NC(=NC(=C21)O)C2CCN(CC2)C(=O)C2CCNCC2)C2=CC=CC=C2 ([4-(3-Ethyl-4-hydroxy-1-phenyl-1H-pyrazolo[3,4-d]pyrimidin-6-yl)-piperidin-1-yl]-piperidin-4-yl-methanone hydrochloride). The reactants are Cl.C(C)C1=NN(C2=NC(=NC(=C21)O)C2CCNCC2)C2=CC=CC=C2 (3-ethyl-1-phenyl-6-piperidin-4-yl-1H-pyrazolo[3,4-d]pyrimidin-4-ol hydrochloride), C(C)(C)(C)OC(=O)N1CCC(CC1)C(=O)O (piperidine-1,4-dicarboxylic acid mono-tert-butyl ester), Cl (HCl). As a reaction SMILES: [ClH:1].[CH2:2]([C:4]1[C:12]2[C:7](=[N:8][C:9]([CH:14]3[CH2:19][CH2:18][NH:17][CH2:16][CH2:15]3)=[N:10][C:11]=2[OH:13])[N:6]([C:20]2[CH:25]=[CH:24][CH:23]=[CH:22][CH:21]=2)[N:5]=1)[CH3:3].C(OC([N:33]1[CH2:38][CH2:37][CH:36]([C:39](O)=[O:40])[CH2:35][CH2:34]1)=O)(C)(C)C.Cl>>[ClH:1].[CH2:2]([C:4]1[C:12]2[C:7](=[N:8][C:9]([CH:14]3[CH2:15][CH2:16][N:17]([C:39]([CH:36]4[CH2:37][CH2:38][NH:33][CH2:34][CH2:35]4)=[O:40])[CH2:18][CH2:19]3)=[N:10][C:11]=2[OH:13])[N:6]([C:20]2[CH:25]=[CH:24][CH:23]=[CH:22][CH:21]=2)[N:5]=1)[CH3:3] |f:0.1,4.5|. Procedure: The title compound was prepared according to the procedure as described in Example 87 reacting 3-ethyl-1-phenyl-6-piperidin-4-yl-1H-pyrazolo[3,4-d]pyrimidin-4-ol hydrochloride and piperidine-1,4-dicarboxylic acid mono-tert-butyl ester followed by de-protection of the adduct with HCl. The reactants are COC1=NC2=CC=CC=C2N=C1NC(OC1=CC=CC=C1)=O (Phenyl N-(2-methoxyquinoxalin-3-yl)carbamate), CSC1=C(C=CC=C1)N1CCNCC1 (1-(2-methylthiophenyl)piperazine). The product is COC1=NC2=CC=CC=C2N=C1NC(=O)N1CCN(CC1)C1=C(C=CC=C1)SC (1-[(2-Methoxyquinoxalin-3-yl)aminocarbonyl]-4-(2-methylt-hiophenyl)piperazine). Isolated yield 69.8%. As a reaction SMILES: [CH3:1][O:2][C:3]1[C:12]([NH:13][C:14](=[O:22])OC2C=CC=CC=2)=[N:11][C:10]2[C:5](=[CH:6][CH:7]=[CH:8][CH:9]=2)[N:4]=1.[CH3:23][S:24][C:25]1[CH:30]=[CH:29][CH:28]=[CH:27][C:26]=1[N:31]1[CH2:36][CH2:35][NH:34][CH2:33][CH2:32]1>>[CH3:1][O:2][C:3]1[C:12]([NH:13][C:14]([N:34]2[CH2:33][CH2:32][N:31]([C:26]3[CH:27]=[CH:28][CH:29]=[CH:30][C:25]=3[S:24][CH3:23])[CH2:36][CH2:35]2)=[O:22])=[N:11][C:10]2[C:5](=[CH:6][CH:7]=[CH:8][CH:9]=2)[N:4]=1. Procedure: Phenyl N-(2-methoxyquinoxalin-3-yl)carbamate and 1-(2-methylthiophenyl)piperazine were reacted by the same way with the example 36 to obtain the titled compound. Procedure details: In a two necked flask under nitrogen, 3 ml of THF and 150 mg (1.33 mmoles) of 4-hydroxy-1-azabicyclo[2.2.1]heptane were placed. The suspension was cooled to −60° C. and 0.7 ml (1.46 mmoles) of LDA was added dropwise. After the addition the temperature was allowed to rise to 0° C. and was kept during two hours. A solution of 295 mg (1.20 mmoles) of benzylphenylcarbamoyl chloride in 2 ml of THF was added in 30 minutes. The reaction mixture was allowed to slowly warm to room temperature and stirred... Starting materials: OC12CCN(CC1)C2 (4-hydroxy-1-azabicyclo[2.2.1]heptane), C(=O)[O-] (formate), [Li+].CC(C)[N-]C(C)C (LDA), C(C1=CC=CC=C1)N(C(=O)Cl)C1=CC=CC=C1 (benzylphenylcarbamoyl chloride). Solvent: C1CCOC1 (THF), C1CCOC1 (THF). Product: N12CCC(CC1)(C2)OC(N(C2=CC=CC=C2)CC2=CC=CC=C2)=O (Benzylphenylcarbamic acid 1-azabicyclo[2.2.1]hept-4-yl ester). Run at temperature -60 celsius, time 2 hour. The yield is 1.3%. Reaction SMILES: [OH:1][C:2]12[CH2:8][N:5]([CH2:6][CH2:7]1)[CH2:4][CH2:3]2.[Li+].CC([N-]C(C)C)C.[CH2:17]([N:24]([C:28]1[CH:33]=[CH:32][CH:31]=[CH:30][CH:29]=1)[C:25](Cl)=[O:26])[C:18]1[CH:23]=[CH:22][CH:21]=[CH:20][CH:19]=1.C([O-])=O>C1COCC1>[N:5]12[CH2:8][C:2]([O:1][C:25](=[O:26])[N:24]([CH2:17][C:18]3[CH:23]=[CH:22][CH:21]=[CH:20][CH:19]=3)[C:28]3[CH:33]=[CH:32][CH:31]=[CH:30][CH:29]=3)([CH2:7][CH2:6]1)[CH2:3][CH2:4]2 |f:1.2|. Reactants: C1CCOC1, CN, CCCCCC, CCOC(C)=O, O=C(Nc1ccc(Cl)c(C(F)(F)F)c1)N1COc2cc(Oc3ccnc(Cl)n3)ccc21. Product: CNc1nccc(Oc2ccc3c(c2)OCN3C(=O)Nc2ccc(Cl)c(C(F)(F)F)c2)n1. Reaction SMILES: [CH2:46]1[O:47][CH2:48][CH2:49][CH2:50]1.[CH3:32][NH2:33].[CH3:34][CH2:35][CH2:36][CH2:37][CH2:38][CH3:39].[CH3:40][CH2:41][O:42][C:43]([CH3:44])=[O:45].[Cl:1][c:2]1[c:3]([C:28]([F:29])([F:30])[F:31])[cH:4][c:5]([NH:8][C:9](=[O:10])[N:11]2[CH2:12][O:13][c:14]3[c:15]2[cH:16][cH:17][c:18]([O:20][c:21]2[n:22][c:23]([Cl:27])[n:24][cH:25][cH:26]2)[cH:19]3)[cH:6][cH:7]1>>[Cl:1][c:2]1[c:3]([C:28]([F:29])([F:30])[F:31])[cH:4][c:5]([NH:8][C:9](=[O:10])[N:11]2[CH2:12][O:13][c:14]3[c:15]2[cH:16][cH:17][c:18]([O:20][c:21]2[n:22][c:23]([NH:33][CH3:32])[n:24][cH:25][cH:26]2)[cH:19]3)[cH:6][cH:7]1. Starting materials: C(C)(C)(C)OC(NC1=C(C=C(C(=C1)OCC)C(F)(F)F)NC(CC(=O)C1=CC(=NC=C1)C=1C=NC=CC1)=O)=O ([2-(3-[2,3′]bipyridinyl-4-yl-3-oxo-propionylamino)-5-ethoxy-4-trifluoromethyl-phenyl]-carbamic acid tert-butyl ester), C(=O)(C(F)(F)F)O (TFA). Run in C(Cl)Cl (CH2Cl2). Product: N1=C(C=C(C=C1)C1=NC2=C(NC(C1)=O)C=C(C(=C2)OCC)C(F)(F)F)C=2C=NC=CC2 (4-[2,3′]Bipyridinyl-4-yl-7-ethoxy-8-trifluoromethyl-1,3-dihydro-benzo[b][1,4]diazepin-2-one), solid. Yield: 86.0%. As a reaction SMILES: C(OC(=O)[NH:7][C:8]1[CH:13]=[C:12]([O:14][CH2:15][CH3:16])[C:11]([C:17]([F:20])([F:19])[F:18])=[CH:10][C:9]=1[NH:21][C:22](=[O:38])[CH2:23][C:24]([C:26]1[CH:31]=[CH:30][N:29]=[C:28]([C:32]2[CH:33]=[N:34][CH:35]=[CH:36][CH:37]=2)[CH:27]=1)=O)(C)(C)C.C(O)(C(F)(F)F)=O>C(Cl)Cl>[N:29]1[CH:30]=[CH:31][C:26]([C:24]2[CH2:23][C:22](=[O:38])[NH:21][C:9]3[CH:10]=[C:11]([C:17]([F:20])([F:19])[F:18])[C:12]([O:14][CH2:15][CH3:16])=[CH:13][C:8]=3[N:7]=2)=[CH:27][C:28]=1[C:32]1[CH:33]=[N:34][CH:35]=[CH:36][CH:37]=1. Reported procedure: The title compound was prepared from [2-(3-[2,3′]bipyridinyl-4-yl-3-oxo-propionylamino)-5-ethoxy-4-trifluoromethyl-phenyl]-carbamic acid tert-butyl ester (Example M295) (288 mg, 0.53 mmol) by treatment with TFA in CH2Cl2 according to the general procedure N. Obtained as a yellow solid (195 mg, 86%). Reactants: BrC(C(OC1=CC(=CC=C1)OC(C(Br)(F)F)(F)F)(F)F)(F)F (1,3-di(2-bromotetrafluoroethoxy)benzene), ClS(=O)(=O)O (chlorosulfonic acid), Cl (hydrogen chloride). Solvent: C(Cl)(Cl)Cl (chloroform). Reaction conditions: time 1 hour. Product: BrC(C(OC1=C(C=CC(=C1)OC(C(Br)(F)F)(F)F)S(=O)(=O)Cl)(F)F)(F)F (2,4-bis(2-bromotetrafluoroethoxy)benzenesulfonyl chloride). Yield: 88.6%. Reaction SMILES: [Br:1][C:2]([F:22])([F:21])[C:3]([F:20])([F:19])[O:4][C:5]1[CH:10]=[CH:9][CH:8]=[C:7]([O:11][C:12]([F:18])([F:17])[C:13]([F:16])([F:15])[Br:14])[CH:6]=1.[Cl:23][S:24](O)(=[O:26])=[O:25].Cl>C(Cl)(Cl)Cl>[Br:1][C:2]([F:21])([F:22])[C:3]([F:19])([F:20])[O:4][C:5]1[CH:6]=[C:7]([O:11][C:12]([F:17])([F:18])[C:13]([F:15])([F:16])[Br:14])[CH:8]=[CH:9][C:10]=1[S:24]([Cl:23])(=[O:26])=[O:25]. Procedure: In a 250 mL of round-bottom flask resting in an ice-bath were placed 23.35 g (0.05 mol) of this 1,3-di(2-bromotetrafluoroethoxy)benzene and 100 mL of chloroform. Then 116 g of chlorosulfonic acid was added dropwise into the solution. After the initial evolution of hydrogen chloride had subsided, the mixture was brought to room temperature. The reaction mixture was stirred at room temperature for 1 hour, then heated at 35° C. for another day. The contents of the flask were poured into a 1 L beake...